From a dataset of the Open Reaction Database (ORD), a public repository of structured organic reaction records. describe an organic reaction: reactants, conditions, products, and yield The reactants are Cc1ccccc1, CC(C)=CCC(C#N)c1ccccc1, O=P(O)(O)O. Product: CC1(C)CCC(C#N)c2ccccc21. As a reaction SMILES: [CH3:20][c:21]1[cH:22][cH:23][cH:24][cH:25][cH:26]1.[CH3:6][C:7](=[CH:8][CH2:9][CH:10]([C:11]#[N:12])[c:13]1[cH:14][cH:15][cH:16][cH:17][cH:18]1)[CH3:19].[P:1](=[O:2])([OH:3])([OH:4])[OH:5]>>[CH3:6][C:7]1([CH3:19])[CH2:8][CH2:9][CH:10]([C:11]#[N:12])[c:13]2[cH:14][cH:15][cH:16][cH:17][c:18]21. The reactants are C(C)OC(=O)C1=C(C2=C(NC(C(N2)=O)=O)S1)C (6-Ethoxycarbonyl-7-methylthieno[2,3-b]pyrazine-2,3-(1H,4H)-dione). Solvent: [OH-].[Na+] (NaOH). Conditions: time 8 hour. The product is C(=O)(O)C1=C(C2=C(NC(C(N2)=O)=O)S1)C (6-Carboxy-7-methylthieno(2,3-b]pyrazine-2,3(1H,4H)-dione). The yield is 54.3%. As a reaction SMILES: C([O:3][C:4]([C:6]1[S:16][C:9]2[NH:10][C:11](=[O:15])[C:12](=[O:14])[NH:13][C:8]=2[C:7]=1[CH3:17])=[O:5])C>[OH-].[Na+]>[C:4]([C:6]1[S:16][C:9]2[NH:10][C:11](=[O:15])[C:12](=[O:14])[NH:13][C:8]=2[C:7]=1[CH3:17])([OH:5])=[O:3] |f:1.2|. Procedure: 6-Ethoxycarbonyl-7-methylthieno[2,3-b]pyrazine-2,3-(1H,4H)-dione (60 mg, 0.236 mmol) was warmed in 1 M NaOH (0.944 ml) at 50° C. under stirring for 8 hours. The mixture was filtrated and acidified with 2 M HCl (1.0 ml) under cooling in an ice bath. The precipitate was filtered off, washed with water and dried to afford 29 mg (54%) of the title compound. M.p. 289°-294° C. 1H-NMR (DMSO-D6, δ): 2.45 (s, 3H), 11.96 (s, 1H), 12.45 (s, 1H), 12.96 (s, 1H).